From a dataset of the Open Reaction Database (ORD), a public repository of structured organic reaction records. describe an organic reaction: reactants, conditions, products, and yield Starting materials: C(C)(C)(C)[Si](OC[C@@H](C)N1C(N([C@@H](C=2C1=NC(=NC2)Cl)C)C2=CC=C(C=C2)OC)=O)(C2=CC=CC=C2)C2=CC=CC=C2 (1-[2-(tert-butyl-diphenyl-silanyloxy)-1-(R)-methyl-ethyl]-7-chloro-3-(4-methoxy-phenyl)-(R)-4-methyl-3,4-dihydro-1H-pyrimido[4,5-d]pyrimidin-2-one), NC1=CC=CC=C1 (aniline). Run in C1(=CC=CC=C1)C (toluene), C(C)(=O)OCC (ethyl acetate). The product is C(C)(C)(C)[Si](OC[C@@H](C)N1C(N([C@@H](C=2C1=NC(=NC2)NC2=CC=CC=C2)C)C2=CC=C(C=C2)OC)=O)(C2=CC=CC=C2)C2=CC=CC=C2 (1-[2-(tert-butyl-diphenyl-silanyloxy)-1-(R)-methyl-ethyl]-3-(4-methoxy-phenyl)-4-(R)-methyl-7-phenylamino-3,4-dihydro-1H-pyrimido[4,5-d]pyrimidin-2-one). RXN SMILES: [C:1]([Si:5]([C:37]1[CH:42]=[CH:41][CH:40]=[CH:39][CH:38]=1)([C:31]1[CH:36]=[CH:35][CH:34]=[CH:33][CH:32]=1)[O:6][CH2:7][C@H:8]([N:10]1[C:15]2=[N:16][C:17](Cl)=[N:18][CH:19]=[C:14]2[C@@H:13]([CH3:21])[N:12]([C:22]2[CH:27]=[CH:26][C:25]([O:28][CH3:29])=[CH:24][CH:23]=2)[C:11]1=[O:30])[CH3:9])([CH3:4])([CH3:3])[CH3:2].[NH2:43][C:44]1[CH:49]=[CH:48][CH:47]=[CH:46][CH:45]=1>C1(C)C=CC=CC=1.C(OCC)(=O)C>[C:1]([Si:5]([C:37]1[CH:42]=[CH:41][CH:40]=[CH:39][CH:38]=1)([C:31]1[CH:36]=[CH:35][CH:34]=[CH:33][CH:32]=1)[O:6][CH2:7][C@H:8]([N:10]1[C:15]2=[N:16][C:17]([NH:43][C:44]3[CH:49]=[CH:48][CH:47]=[CH:46][CH:45]=3)=[N:18][CH:19]=[C:14]2[C@@H:13]([CH3:21])[N:12]([C:22]2[CH:27]=[CH:26][C:25]([O:28][CH3:29])=[CH:24][CH:23]=2)[C:11]1=[O:30])[CH3:9])([CH3:4])([CH3:3])[CH3:2]. Procedure details: A solution of 1-[2-(tert-butyl-diphenyl-silanyloxy)-1-(R)-methyl-ethyl]-7-chloro-3-(4-methoxy-phenyl)-(R)-4-methyl-3,4-dihydro-1H-pyrimido[4,5-d]pyrimidin-2-one (0.32 g; 0.51 mmol) (from Example 14e supra) and aniline (0.12 mL; 1.32 mmol) (Aldrich) in toluene (0.25 mL, dried over molecular sieves) was heated in an oil bath at 110° C. for 1.75 hours. The reaction was diluted with ethyl acetate and washed with water and brine, dried over anhydrous sodium sulfate and concentrated. The crude materia... The reactants are OC1C=2C=CC=CC2C=2NC(C(NC21)=O)=O (9-hydroxy-9H-indeno[1,2-b]pyrazine-2,3(1H, 4H)-dione), C1(=CC=CC=C1)C(CCO)C1=CC=CC=C1 (3,3-diphenyl-1-propanol), C1(=CC=C(C=C1)S(=O)(=O)O)C (p-toluensulfonic acid), O (water). The solvent is C1=CC=CC=C1 (benzene). Product: C1(=CC=CC=C1)C(CCOC1C=2C=CC=CC2C=2NC(C(NC21)=O)=O)C2=CC=CC=C2 (9-(3,3-Diphenylpropoxy)-9H-indeno[1,2-b]pyrazine-2,3(1H, 4H)-dione). Isolated yield 12.5%. RXN SMILES: [OH:1][CH:2]1[C:14]2[NH:13][C:12](=[O:15])[C:11](=[O:16])[NH:10][C:9]=2[C:8]2[CH:7]=[CH:6][CH:5]=[CH:4][C:3]1=2.[C:17]1([CH:23]([C:27]2[CH:32]=[CH:31][CH:30]=[CH:29][CH:28]=2)[CH2:24][CH2:25]O)[CH:22]=[CH:21][CH:20]=[CH:19][CH:18]=1.C1(C)C=CC(S(O)(=O)=O)=CC=1.O>C1C=CC=CC=1>[C:17]1([CH:23]([C:27]2[CH:28]=[CH:29][CH:30]=[CH:31][CH:32]=2)[CH2:24][CH2:25][O:1][CH:2]2[C:14]3[NH:13][C:12](=[O:15])[C:11](=[O:16])[NH:10][C:9]=3[C:8]3[CH:7]=[CH:6][CH:5]=[CH:4][C:3]2=3)[CH:22]=[CH:21][CH:20]=[CH:19][CH:18]=1. Reported procedure: A suspension of 9-hydroxy-9H-indeno[1,2-b]pyrazine-2,3(1H, 4H)-dione. 1H2O (1.0 g, 4.26 mmol) in benzene (40 ml), 3,3-diphenyl-1-propanol (10 ml) and p-toluensulfonic acid (40 mg) was refluxed with water separation for 48 hours. The reaction mixture was evaporated in vacuo to dryness, the residue was suspended in ethanol (10 ml) and the precipitate was filtered off and washed with ethanol and dried to give 0.224 g (12.5%) of the title compound. M.p. 224°-228° C. 1H-NMR(DMSO-d6, δ): 2.14-2.32 (m,... Starting materials: BrC1=CC=C(C=N1)C(=O)O (6-bromo-3-pyridinecarboxylic acid), C(C)OC=1C=C(C=CC1)B(O)O ([3-(ethyloxy)phenyl]boronic acid), C([O-])([O-])=O.[Na+].[Na+] (sodium carbonate), Cl (HCl). The reagents and catalysts are C1=CC=C(C=C1)P(C2=CC=CC=C2)C3=CC=CC=C3.C1=CC=C(C=C1)P(C2=CC=CC=C2)C3=CC=CC=C3.Cl[Pd]Cl (bis(triphenylphosphine)palladium(II)chloride). Run in COCCOC (1,2-dimethoxyethane), O (water), C(C)(=O)OCC (Ethyl acetate), O (water). Reaction conditions: temperature 140 celsius. Product: C(C)OC=1C=C(C=CC1)C1=CC=C(C=N1)C(=O)O (6-[3-(Ethyloxy)phenyl]-3-pyridinecarboxylic acid). Isolated yield 24.1%. RXN SMILES: Br[C:2]1[N:7]=[CH:6][C:5]([C:8]([OH:10])=[O:9])=[CH:4][CH:3]=1.[CH2:11]([O:13][C:14]1[CH:15]=[C:16](B(O)O)[CH:17]=[CH:18][CH:19]=1)[CH3:12].C(=O)([O-])[O-].[Na+].[Na+].Cl>COCCOC.O.C1C=CC(P(C2C=CC=CC=2)C2C=CC=CC=2)=CC=1.C1C=CC(P(C2C=CC=CC=2)C2C=CC=CC=2)=CC=1.Cl[Pd]Cl.C(OCC)(=O)C>[CH2:11]([O:13][C:14]1[CH:19]=[C:18]([C:2]2[N:7]=[CH:6][C:5]([C:8]([OH:10])=[O:9])=[CH:4][CH:3]=2)[CH:17]=[CH:16][CH:15]=1)[CH3:12] |f:2.3.4,8.9.10|. Procedure: To a solution of 6-bromo-3-pyridinecarboxylic acid (Sigma-Aldrich; 100 mg, 0.495 mmol) in 1,2-dimethoxyethane (9 ml) was added [3-(ethyloxy)phenyl]boronic acid (Sigma-Aldrich; 247 mg, 1.485 mmol), sodium carbonate (315 mg, 2.97 mmol) pre-dissolved in water (1 ml) and bis(triphenylphosphine)palladium(II)chloride (52.1 mg, 0.074 mmol). The mixture was heated at 140° C. for 30 mins in a microwave reactor (high absorbance). Ethyl acetate and water were added followed by aqueous HCl (5M). The aqueous...